From a dataset of the Open Reaction Database (ORD), a public repository of structured organic reaction records. describe an organic reaction: reactants, conditions, products, and yield The reactants are CC1=C(CSCCN2N=NC=C2)C=CC(=C1)OCC=1N=C(OC1)\C=C\C1=C(C=C(C=C1)C(F)(F)F)F (1-[2-(2-methyl-4-{2-[2-(E)-(2-fluoro-4-trifluoromethyl-phenyl)-vinyl]-oxazol-4-ylmethoxy}-benzylsulfanyl)-ethyl]-1H[1,2,3]triazole), ClC=1C=C(C=CC1)C(=O)OO (3-chloro-benzenecarboperoxoic acid). Solvent: ClCCl (dichloromethane), ClCCl (dichloromethane), C(C)(=O)OCC (ethyl acetate). Conditions: temperature -30 celsius, time 1 hour. Yields the product FC1=C(C=CC(=C1)C(F)(F)F)/C=C/C=1OC=C(N1)COC1=CC(=C(C=C1)CS(=O)CCN1N=NC=C1)C (1-[2-(4-{2-[(E)-2-(2-Fluoro-4-trifluoromethyl-phenyl)-vinyl]-oxazol-4-ylmethoxy}-2-methyl-phenyl-methanesulfinyl)-ethyl]-1H-[1,2,3]triazole). Isolated yield 46.4%. RXN SMILES: [CH3:1][C:2]1[CH:16]=[C:15]([O:17][CH2:18][C:19]2[N:20]=[C:21](/[CH:24]=[CH:25]/[C:26]3[CH:31]=[CH:30][C:29]([C:32]([F:35])([F:34])[F:33])=[CH:28][C:27]=3[F:36])[O:22][CH:23]=2)[CH:14]=[CH:13][C:3]=1[CH2:4][S:5][CH2:6][CH2:7][N:8]1[CH:12]=[CH:11][N:10]=[N:9]1.ClC1C=C(C(OO)=[O:45])C=CC=1>ClCCl.C(OCC)(=O)C>[F:36][C:27]1[CH:28]=[C:29]([C:32]([F:34])([F:33])[F:35])[CH:30]=[CH:31][C:26]=1/[CH:25]=[CH:24]/[C:21]1[O:22][CH:23]=[C:19]([CH2:18][O:17][C:15]2[CH:14]=[CH:13][C:3]([CH2:4][S:5]([CH2:6][CH2:7][N:8]3[CH:12]=[CH:11][N:10]=[N:9]3)=[O:45])=[C:2]([CH3:1])[CH:16]=2)[N:20]=1. Procedure: To a solution of 650 mg (1.25 mmol) 1-[2-(2-methyl-4-{2-[2-(E)-(2-fluoro-4-trifluoromethyl-phenyl)-vinyl]-oxazol-4-ylmethoxy}-benzylsulfanyl)-ethyl]-1H[1,2,3]triazole in 35 ml dichloromethane at −30° C. were added dropwise during 20 min. 493 mg (2.20 mmol) 3-chloro-benzenecarboperoxoic acid (77% peracid) dissolved in 20 ml ethyl acetate. After 1 hour stirring at −30° C. the mixture was allowed to warm up over night, stirred another 48 hours at room temperature, diluted with dichloromethane, wash...